This data is from the Open Reaction Database (ORD), a public repository of structured organic reaction records. The task is: describe an organic reaction: reactants, conditions, products, and yield The reactants are CC(=O)OCCc1c([N+](=O)[O-])ccc(N)c1F, CCN(C(C)C)C(C)C, O=C(Cl)C(=O)Cl, ClCCl, O=C(Cl)C(F)(F)c1ccc(F)c2ccccc12, O=C(O)C(F)(F)c1ccc(F)c2ccccc12. Yields the product CC(=O)OCCc1c([N+](=O)[O-])ccc(NC(=O)C(F)(F)c2ccc(F)c3ccccc23)c1F. As a reaction SMILES: [C:10]([CH3:11])(=[O:12])[O:13][CH2:14][CH2:15][c:16]1[c:17]([F:26])[c:18]([NH2:25])[cH:19][cH:20][c:21]1[N+:22](=[O:23])[O-:24].[CH:1]([N:2]([CH2:3][CH3:4])[CH:5]([CH3:6])[CH3:7])([CH3:8])[CH3:9].[Cl:61][C:62]([C:63]([Cl:64])=[O:65])=[O:66].[Cl:67][CH2:68][Cl:69].[F:27][C:28]([C:29](=[O:30])[Cl:31])([c:32]1[cH:33][cH:34][c:35]([F:42])[c:36]2[cH:37][cH:38][cH:39][cH:40][c:41]12)[F:43].[F:44][C:45]([F:46])([c:47]1[c:48]2[c:49]([cH:50][cH:51][cH:52][cH:53]2)[c:54]([F:55])[cH:56][cH:57]1)[C:58]([OH:59])=[O:60]>>[C:10]([CH3:11])(=[O:12])[O:13][CH2:14][CH2:15][c:16]1[c:17]([F:26])[c:18]([NH:25][C:29]([C:28]([F:27])([c:32]2[cH:33][cH:34][c:35]([F:42])[c:36]3[cH:37][cH:38][cH:39][cH:40][c:41]23)[F:43])=[O:30])[cH:19][cH:20][c:21]1[N+:22](=[O:23])[O-:24]. The reactants are CC1=C(C=C2C(=[N+]1[O-])CCCCC2)C(=O)OCC (Ethyl 2-methyl-6,7,8,9-tetrahydro-5H-cyclohepta[b]pyridine-3-carboxylate N-oxide). Solvent: C(C)(=O)OC(C)=O (acetic anhydride). The product is C(C)(=O)OC1CCCCC=2C1=NC(=C(C2)C(=O)OCC)C (Ethyl 9-acetoxy-2-methyl-6,7,8,9-tetrahydro-5H-cyclohepta[b]pyridine-3-carboxylate). The yield is 82.4%. As a reaction SMILES: [CH3:1][C:2]1[N+:7]([O-])=[C:6]2[CH2:9][CH2:10][CH2:11][CH2:12][CH2:13][C:5]2=[CH:4][C:3]=1[C:14]([O:16][CH2:17][CH3:18])=[O:15]>C(OC(=O)C)(=O)C>[C:14]([O:16][CH:9]1[C:6]2=[N:7][C:2]([CH3:1])=[C:3]([C:14]([O:16][CH2:17][CH3:18])=[O:15])[CH:4]=[C:5]2[CH2:13][CH2:12][CH2:11][CH2:10]1)(=[O:15])[CH3:3]. Reported procedure: Ethyl 2-methyl-6,7,8,9-tetrahydro-5H-cyclohepta[b]pyridine-3-carboxylate N-oxide (1.00 g, 4.02 mmol) was dissolved in acetic anhydride (7.0 ml) and heated under reflux for 1.5 hours. After cooling, excess acetic anhydride was evaporated under reduced pressure, the thus obtained residue was mixed with ice water and saturated sodium bicarbonate aqueous solution and extracted with ethyl acetate, and the resulting organic layer was washed with water and saturated brine in that order and dried over a... The reactants are C(C1=CC=CC=C1)OC1=C(C=C(C(=O)O)C=C1)C(F)(F)F (4-benzyloxy-3-trifluoromethylbenzoic acid), C1(=CC=CC=C1)C (toluene), S(=O)(Cl)Cl (thionyl chloride). The solvent is CN(C=O)C (N,N-dimethylformamide). Run at temperature 60 celsius, time 20 hour. Product: C(C1=CC=CC=C1)OC1=C(C=C(C(=O)Cl)C=C1)C(F)(F)F (4-benzyloxy-3-trifluoromethylbenzoyl chloride). RXN SMILES: [CH2:1]([O:8][C:9]1[CH:17]=[CH:16][C:12]([C:13](O)=[O:14])=[CH:11][C:10]=1[C:18]([F:21])([F:20])[F:19])[C:2]1[CH:7]=[CH:6][CH:5]=[CH:4][CH:3]=1.C1(C)C=CC=CC=1.S(Cl)([Cl:31])=O>CN(C)C=O>[CH2:1]([O:8][C:9]1[CH:17]=[CH:16][C:12]([C:13]([Cl:31])=[O:14])=[CH:11][C:10]=1[C:18]([F:21])([F:20])[F:19])[C:2]1[CH:7]=[CH:6][CH:5]=[CH:4][CH:3]=1. Reported procedure: To 4-benzyloxy-3-trifluoromethylbenzoic acid (444 mg), toluene (5 mL), N,N-dimethylformamide (2 droplets) and thionyl chloride (0.16 mL) were added, and then the mixture was stirred at 60° C. for 20 hours. The solvent was distilled off under reduced pressure and then azeotroped with toluene, and the obtained product was used for the synthesis of (h).